From a dataset of the Open Reaction Database (ORD), a public repository of structured organic reaction records. describe an organic reaction: reactants, conditions, products, and yield The reactants are CNC (Dimethylamine), O (water), O=C1NC2=CC=CC=C2C1=CC=1NC=2CCCCC2C1CCC(=O)O (3-[2-(2-Oxo-1,2-dihydroindol-3-ylidenemethyl)-4,5,6,7-tetrahydro-1H-indol-3-yl]-propionic acid), C(=O)(N1C=NC=C1)N1C=NC=C1 (Carbonyldiimidazole). Solvent: CN(C=O)C (dimethylformamide), CN(C=O)C (dimethylformamide). Run at time 1 hour. Product: CN(C(CCC1=C(NC=2CCCCC12)C=C1C(NC2=CC=CC=C12)=O)=O)C (N,N-dimethyl-3-[2-(2-oxo-1,2-dihydroindol-3-ylidenemethyl)-4,5,6,7-tetrahydro-1H-indol-3-yl]-propionamide). Yield: 82.4%. Reaction SMILES: [O:1]=[C:2]1[C:10](=[CH:11][C:12]2[NH:13][C:14]3[CH2:15][CH2:16][CH2:17][CH2:18][C:19]=3[C:20]=2[CH2:21][CH2:22][C:23]([OH:25])=O)[C:9]2[C:4](=[CH:5][CH:6]=[CH:7][CH:8]=2)[NH:3]1.[C:26](N1C=CN=C1)([N:28]1C=CN=[CH:29]1)=O.CNC.O>CN(C)C=O>[CH3:26][N:28]([CH3:29])[C:23](=[O:25])[CH2:22][CH2:21][C:20]1[C:19]2[CH2:18][CH2:17][CH2:16][CH2:15][C:14]=2[NH:13][C:12]=1[CH:11]=[C:10]1[C:9]2[C:4](=[CH:5][CH:6]=[CH:7][CH:8]=2)[NH:3][C:2]1=[O:1]. Procedure: 3-[2-(2-Oxo-1,2-dihydroindol-3-ylidenemethyl)-4,5,6,7-tetrahydro-1H-indol-3-yl]-propionic acid (10 g) was dissolved in 100 mL of dimethylformamide. Carbonyldiimidazole (6.3 g) was added and the mixture stirred at ambient temperature for 1 hour. Dimethylamine (2.7 g) and 30 mL of dimethylformamide were added and the stirring continued overnight at room temperature. Fifty mL of water was added to the mixture and stirring was continued for 10 minutes. The precipitate was collected by vacuum filtrat...